Dataset: the Open Reaction Database (ORD), a public repository of structured organic reaction records. Task: describe an organic reaction: reactants, conditions, products, and yield Starting materials: [OH-].C(CCC)[N+](CCCC)(CCCC)CCCC (tetrabutylammonium hydroxide), C(C)OC(C(C(=O)OCC)C1=CC=CC=C1)=O (Diethylphenylmalonate). Solvent: C1(=CC=CC=C1)C (toluene). Product: C(C)OC(C(C(=O)OCC)C1=CC=CC=C1)=O.C(CCC)[N+](CCCC)(CCCC)CCCC (tetra-n-butyl ammonium diethylphenyl malonate). RXN SMILES: [OH-].[CH2:2]([N+:6]([CH2:15][CH2:16][CH2:17][CH3:18])([CH2:11][CH2:12][CH2:13][CH3:14])[CH2:7][CH2:8][CH2:9][CH3:10])[CH2:3][CH2:4][CH3:5].[CH2:19]([O:21][C:22](=[O:35])[CH:23]([C:29]1[CH:34]=[CH:33][CH:32]=[CH:31][CH:30]=1)[C:24]([O:26][CH2:27][CH3:28])=[O:25])[CH3:20]>C1(C)C=CC=CC=1>[CH2:27]([O:26][C:24](=[O:25])[CH:23]([C:29]1[CH:34]=[CH:33][CH:32]=[CH:31][CH:30]=1)[C:22]([O:21][CH2:19][CH3:20])=[O:35])[CH3:28].[CH2:15]([N+:6]([CH2:2][CH2:3][CH2:4][CH3:5])([CH2:7][CH2:8][CH2:9][CH3:10])[CH2:11][CH2:12][CH2:13][CH3:14])[CH2:16][CH2:17][CH3:18] |f:0.1,4.5|. Procedure: To a three necked 100 mL round bottom flask fitted with a argon inlet, dropping funnel, distillation unit and magnetic needle, was added 7.7 mmoles of tetrabutylammonium hydroxide (20% solution in toluene/methanol) in 40 mL of dry toluene and heated to +75° C. to +85° C. Diethylphenylmalonate (9.3 mmoles) was slowly added. Simultaneously an azeotrope of toluene-water was distilled out slowly over a period of 3 hours. After all toluene had distilled over, the flask was cooled to room temperature ... Reactants: CCOC(=O)COc1cc(F)c(C)cc1C(=S)NCc1ccc(Br)cc1F, CCO, [Na+], [OH-]. Product: Cc1cc(C(=S)NCc2ccc(Br)cc2F)c(OCC(=O)O)cc1F. Reaction SMILES: [CH2:1]([CH3:2])[O:3][C:4]([CH2:5][O:6][c:7]1[c:8]([C:15]([NH:16][CH2:17][c:18]2[c:19]([F:25])[cH:20][c:21]([Br:24])[cH:22][cH:23]2)=[S:26])[cH:9][c:10]([CH3:14])[c:11]([F:13])[cH:12]1)=[O:27].[CH3:30][CH2:31][OH:32].[Na+:29].[OH-:28]>>[O:3]=[C:4]([CH2:5][O:6][c:7]1[c:8]([C:15]([NH:16][CH2:17][c:18]2[c:19]([F:25])[cH:20][c:21]([Br:24])[cH:22][cH:23]2)=[S:26])[cH:9][c:10]([CH3:14])[c:11]([F:13])[cH:12]1)[OH:27]. The reactants are [N+](=O)([O-])C12CC3(CC(CC(C1)C3)C2)[N+](=O)[O-] (1,3-dinitroadamantane). Reagents/catalysts: [Pd] (Pd-C), [Ni] (Raney nickel), [Ni] (Ni). Conditions: time 4 hour. The product is NC12CC3(CC(CC(C1)C3)C2)[N+](=O)[O-] (1-amino-3-nitroadamantane). The yield is 80.0%. Reaction SMILES: [N+:1]([C:4]12[CH2:13][CH:8]3[CH2:9][CH:10]([CH2:12][C:6]([N+:14]([O-])=O)([CH2:7]3)[CH2:5]1)[CH2:11]2)([O-:3])=[O:2]>[Ni].[Pd]>[NH2:14][C:6]12[CH2:7][CH:8]3[CH2:9][CH:10]([CH2:11][C:4]([N+:1]([O-:3])=[O:2])([CH2:13]3)[CH2:5]1)[CH2:12]2. Reported procedure: The reaction was effected in the same manner as Example 65 except for using Raney nickel (5 mole % of Ni relative to a substrate) instead of 5% Pd-C and that reacting for 4 hours. The conversion of 1,3-dinitroadamantane was 99%, and 1-amino-3-nitroadamantane (yield 80%) was formed. Reactants: FC(C1=NN(C=2CCCCC12)C1=CC=C(C=C1)CC(=O)O)(F)F ({4-[3-(trifluoromethyl)-4,5,6,7-tetrahydro-1H-indazol-1-yl]phenyl}acetic acid), C1(CCCC1)N (cyclopentylamine). Product: C1(CCCC1)NC(CC1=CC=C(C=C1)N1N=C(C=2CCCCC12)C(F)(F)F)=O (N-cyclopentyl-2-{4-[3-(trifluoromethyl)-4,5,6,7-tetrahydro-1H-indazol-1-yl]phenyl}acetamide). RXN SMILES: [F:1][C:2]([F:23])([F:22])[C:3]1[C:11]2[CH2:10][CH2:9][CH2:8][CH2:7][C:6]=2[N:5]([C:12]2[CH:17]=[CH:16][C:15]([CH2:18][C:19](O)=[O:20])=[CH:14][CH:13]=2)[N:4]=1.[CH:24]1([NH2:29])[CH2:28][CH2:27][CH2:26][CH2:25]1>>[CH:24]1([NH:29][C:19](=[O:20])[CH2:18][C:15]2[CH:14]=[CH:13][C:12]([N:5]3[C:6]4[CH2:7][CH2:8][CH2:9][CH2:10][C:11]=4[C:3]([C:2]([F:22])([F:23])[F:1])=[N:4]3)=[CH:17][CH:16]=2)[CH2:28][CH2:27][CH2:26][CH2:25]1. Procedure details: The title compound was prepared from {4-[3-(trifluoromethyl)-4,5,6,7-tetrahydro-1H-indazol-1-yl]phenyl}acetic acid and cyclopentylamine using a similar procedure to that described for Example 2, except product was purified by mass directed auto-prep. Reaction SMILES: C1(C=CC=C(O)C=1)O.[Br:9][C:10]1[CH:15]=[CH:14][C:13]([CH2:16][C:17](Cl)=[O:18])=[CH:12][CH:11]=1.BrC1C=CC(C[C:28]([C:30]2[CH:35]=[CH:34][C:33]([OH:36])=[CH:32][C:31]=2O)=[O:29])=CC=1.C([O-])=O>>[Br:9][C:10]1[CH:15]=[CH:14][C:13]([C:16]2[C:28](=[O:29])[C:30]3[C:31](=[CH:32][C:33]([OH:36])=[CH:34][CH:35]=3)[O:18][CH:17]=2)=[CH:12][CH:11]=1. Starting materials: C1(O)=CC(O)=CC=C1 (Resorcinol), BrC1=CC=C(C=C1)CC(=O)Cl (2-(4-bromophenyl)acetyl chloride), BrC1=CC=C(C=C1)CC(=O)C1=C(C=C(C=C1)O)O (2-(4-bromophenyl)-1-(2,4-dihydroxyphenyl)ethanone), Heterocyclic Compounds, C(=O)[O-] (formate). Procedure: Resorcinol is reacted with 2-(4-bromophenyl)acetyl chloride forming the product 2-(4-bromophenyl)-1-(2,4-dihydroxyphenyl)ethanone. Such reactions are described in Chemistry of Heterocyclic Compounds (NY, N.Y., USA) 1977 Vol., 13, p. 948-953. The product is reacted with triethylorth formate to form 3-(4-bromophenyl)-7-hydroxy-chromen-4-one which can be reacted with methane sulfonyl chloride and a base to form [3-(4-bromophenyl)-4-oxo-chromen-7-yl] methanesulfonate. Yields the product BrC1=CC=C(C=C1)C1=COC2=CC(=CC=C2C1=O)O (3-(4-bromophenyl)-7-hydroxy-chromen-4-one). Reactants: CCOc1nc2cccc(C(=O)OC(C)OC(=O)OCCCC(O[N+](=O)[O-])C(C)O[N+](=O)[O-])c2n1Cc1ccc(-c2ccccc2-c2nnnn2C(c2ccccc2)(c2ccccc2)c2ccccc2)cc1, CO. Product: CCOc1nc2cccc(C(=O)OC(C)OC(=O)OCCCC(O[N+](=O)[O-])C(C)O[N+](=O)[O-])c2n1Cc1ccc(-c2ccccc2-c2nnn[nH]2)cc1. Reaction SMILES: [CH2:1]([CH3:2])[O:3][c:4]1[n:5][c:6]2[c:7]([n:8]1[CH2:9][c:10]1[cH:11][cH:12][c:13](-[c:16]3[c:17](-[c:22]4[n:23][n:24][n:25][n:26]4[C:27]([c:28]4[cH:29][cH:30][cH:31][cH:32][cH:33]4)([c:34]4[cH:35][cH:36][cH:37][cH:38][cH:39]4)[c:40]4[cH:41][cH:42][cH:43][cH:44][cH:45]4)[cH:18][cH:19][cH:20][cH:21]3)[cH:14][cH:15]1)[c:46]([C:50](=[O:51])[O:52][CH:53]([CH3:54])[O:55][C:56](=[O:57])[O:58][CH2:59][CH2:60][CH2:61][CH:62]([CH:63]([CH3:64])[O:65][N+:66](=[O:67])[O-:68])[O:69][N+:70](=[O:71])[O-:72])[cH:47][cH:48][cH:49]2.[CH3:73][OH:74]>>[CH2:1]([CH3:2])[O:3][c:4]1[n:5][c:6]2[c:7]([n:8]1[CH2:9][c:10]1[cH:11][cH:12][c:13](-[c:16]3[c:17](-[c:22]4[nH:23][n:24][n:25][n:26]4)[cH:18][cH:19][cH:20][cH:21]3)[cH:14][cH:15]1)[c:46]([C:50](=[O:51])[O:52][CH:53]([CH3:54])[O:55][C:56](=[O:57])[O:58][CH2:59][CH2:60][CH2:61][CH:62]([CH:63]([CH3:64])[O:65][N+:66](=[O:67])[O-:68])[O:69][N+:70](=[O:71])[O-:72])[cH:47][cH:48][cH:49]2. Reactants: saturated solution, [Cl-].[NH4+] (ammonium chloride), C(C)OC(C)O (ethoxyethanol), N1=C(C=CC=C1C)C (2,6-lutidine), FC(S(=O)(=O)OS(=O)(=O)C(F)(F)F)(F)F (trifluoromethanesulfonic acid anhydride). The solvent is C(Cl)Cl (methylene chloride). Conditions: time 1 hour. The product is O(S(=O)(=O)C(F)(F)F)CCOCC (2-ethoxyethyl triflate). Isolated yield 67.6%. As a reaction SMILES: [CH2:1]([O:3][CH:4](O)[CH3:5])[CH3:2].N1C(C)=CC=CC=1C.[F:15][C:16]([F:29])([F:28])[S:17]([O:20]S(C(F)(F)F)(=O)=O)(=[O:19])=[O:18].[Cl-].[NH4+]>C(Cl)Cl>[O:20]([CH2:2][CH2:1][O:3][CH2:4][CH3:5])[S:17]([C:16]([F:29])([F:28])[F:15])(=[O:19])=[O:18] |f:3.4|. Procedure: In a round bottom flask containing a stirring bar was placed 9.0 g (100 mmol) of ethoxyethanol. The atmosphere in the flask was replaced with nitrogen by using a nitrogen bubbler. The flask was given 160 mL of methylene chloride and 23.3 mL (120 mmol) of 2,6-lutidine. The flask cooled with ice was given dropwise 20.2 mL (120 mmol) of trifluoromethanesulfonic acid anhydride over 20 minutes. After stirring for 1 hour, the reaction liquid was mixed with 20 mL of saturated solution of ammonium chlor... Reactants: [OH-].[Na+] (sodium hydroxide), BrCCOCCBr (bis(2-bromoethyl) ether), C([O-])([O-])=O.[K+].[K+] (potassium carbonate), CC1=C2C=NN(C2=CC=C1O[C@H]1C[C@H](CCC1)N)C1OCCCC1 (cis-3-[(4-methyl-1-tetrahydro-2H-pyran-2-yl-1H-indazol-5-yl)oxy]cyclohexanamine). The solvent is CN(C(C)=O)C (N,N-dimethylacetamide). Product: CC1=C2C=NN(C2=CC=C1O[C@@H]1C[C@@H](CCC1)N1CCOCC1)C1OCCCC1 (4-methyl-5-[(cis-3-morpholin-4-ylcyclohexyl)oxy]-1-tetrahydro-2H-pyran-2-yl-1H-indazole). Yield: 76.1%. As a reaction SMILES: [CH3:1][C:2]1[C:10]([O:11][C@@H:12]2[CH2:17][CH2:16][CH2:15][C@H:14]([NH2:18])[CH2:13]2)=[CH:9][CH:8]=[C:7]2[C:3]=1[CH:4]=[N:5][N:6]2[CH:19]1[CH2:24][CH2:23][CH2:22][CH2:21][O:20]1.Br[CH2:26][CH2:27][O:28][CH2:29][CH2:30]Br.C(=O)([O-])[O-].[K+].[K+].[OH-].[Na+]>CN(C)C(=O)C>[CH3:1][C:2]1[C:10]([O:11][C@H:12]2[CH2:17][CH2:16][CH2:15][C@@H:14]([N:18]3[CH2:30][CH2:29][O:28][CH2:27][CH2:26]3)[CH2:13]2)=[CH:9][CH:8]=[C:7]2[C:3]=1[CH:4]=[N:5][N:6]2[CH:19]1[CH2:24][CH2:23][CH2:22][CH2:21][O:20]1 |f:2.3.4,5.6|. Procedure details: Under nitrogen, the cis-3-[(4-methyl-1-tetrahydro-2H-pyran-2-yl-1H-indazol-5-yl)oxy]cyclohexanamine (90 mg, 0.273 mmol) obtained in Example 724 was dissolved in N,N-dimethylacetamide (2 ml), followed by adding thereto bis(2-bromoethyl) ether (34 μl, 0.273 mmol) and potassium carbonate (94 mg, 0.683 mmol), and the resulting mixture was stirred at 80° C. for 6 hours. The reaction solution was cooled to room temperature and a 1N-aqueous sodium hydroxide solution was added thereto, followed by extra...